From a dataset of the Open Reaction Database (ORD), a public repository of structured organic reaction records. describe an organic reaction: reactants, conditions, products, and yield Starting materials: CC(=O)OCCc1ccccc1S(=O)(=O)N=C=O, CC#N, COc1cc(OC)nc(N)n1. Product: COc1cc(OC)nc(NC(=O)NS(=O)(=O)c2ccccc2CCOC(C)=O)n1. As a reaction SMILES: [C:1]([CH3:2])(=[O:3])[O:4][CH2:5][CH2:6][c:7]1[c:8]([S:13](=[O:14])(=[O:15])[N:16]=[C:17]=[O:18])[cH:9][cH:10][cH:11][cH:12]1.[CH3:30][C:31]#[N:32].[NH2:19][c:20]1[n:21][c:22]([O:28][CH3:29])[cH:23][c:24]([O:26][CH3:27])[n:25]1>>[C:1]([CH3:2])(=[O:3])[O:4][CH2:5][CH2:6][c:7]1[c:8]([S:13](=[O:14])(=[O:15])[NH:16][C:17](=[O:18])[NH:19][c:20]2[n:21][c:22]([O:28][CH3:29])[cH:23][c:24]([O:26][CH3:27])[n:25]2)[cH:9][cH:10][cH:11][cH:12]1. Reactants: C(C)(C)(C)OC(=O)C1=CN(C=C1)C1=NC=C(C=C1)Cl (1-(5-chloropyridin-2-yl)pyrrole-3-carboxylic acid tert-butyl ester), P(=O)([O-])([O-])[O-].[K+].[K+].[K+] (tripotassium phosphate), C1(CCCCC1)P(C1=C(C=CC=C1)C1=C(C=CC=C1OC)OC)C1CCCCC1 (2-dicyclohexylphosphino-2′,6′-dimethoxybiphenyl), C(=C)B1OC(C)(C)C(C)(C)O1 (vinylboronic acid pinacol ester). The reagents and catalysts are C(C)(=O)[O-].[Pd+2].C(C)(=O)[O-] (palladium (II) acetate). Run in O (Water). Reaction conditions: temperature 100 celsius, time 8.5 hour. Product: C(C)C=1C=CC(=NC1)N1C=C(C=C1)C(=O)O (1-(5-Ethylpyridin-2-yl)pyrrole-3-carboxylic acid). Isolated yield 197.6%. RXN SMILES: C([O:5][C:6]([C:8]1[CH:12]=[CH:11][N:10]([C:13]2[CH:18]=[CH:17][C:16](Cl)=[CH:15][N:14]=2)[CH:9]=1)=[O:7])(C)(C)C.[CH:20]1(P(C2CCCCC2)C2C=CC=CC=2C2C(OC)=CC=CC=2OC)CCCC[CH2:21]1.C(B1OC(C)(C)C(C)(C)O1)=C.P([O-])([O-])([O-])=O.[K+].[K+].[K+]>C([O-])(=O)C.[Pd+2].C([O-])(=O)C.O>[CH2:20]([C:16]1[CH:17]=[CH:18][C:13]([N:10]2[CH:11]=[CH:12][C:8]([C:6]([OH:5])=[O:7])=[CH:9]2)=[N:14][CH:15]=1)[CH3:21] |f:3.4.5.6,7.8.9|. Reported procedure: Tetrehydrofuran (7.2 ml) was added to 1-(5-chloropyridin-2-yl)pyrrole-3-carboxylic acid tert-butyl ester (1.0 g) described in Reference Example 55(1), palladium (II) acetate (80 mg), 2-dicyclohexylphosphino-2′,6′-dimethoxybiphenyl (S-Phos) (147 mg), vinylboronic acid pinacol ester (860 μl) and tripotassium phosphate (1.9 g) and stirred at 100° C. for 8.5 hours. Water was added to the reaction solution and extracted with ethyl acetate. The organic layer was washed with water and saturated brine, ... Starting materials: CCC(CCC(F)(F)C(F)(F)F)(C(=O)OC)S(=O)(=O)CCC(F)(F)F, CO, Cl, [K+], [OH-], O. The product is CCC(CCC(F)(F)C(F)(F)F)(C(=O)O)S(=O)(=O)CCC(F)(F)F. As a reaction SMILES: [CH2:1]([CH3:2])[C:3]([C:4](=[O:5])[O:6][CH3:7])([CH2:8][CH2:9][C:10]([C:11]([F:12])([F:13])[F:14])([F:15])[F:16])[S:17](=[O:18])(=[O:19])[CH2:20][CH2:21][C:22]([F:23])([F:24])[F:25].[CH3:26][OH:27].[ClH:30].[K+:29].[OH-:28].[OH2:31]>>[CH2:1]([CH3:2])[C:3]([C:4](=[O:5])[OH:6])([CH2:8][CH2:9][C:10]([C:11]([F:12])([F:13])[F:14])([F:15])[F:16])[S:17](=[O:18])(=[O:19])[CH2:20][CH2:21][C:22]([F:23])([F:24])[F:25].